The task is: describe an organic reaction: reactants, conditions, products, and yield. This data is from the Open Reaction Database (ORD), a public repository of structured organic reaction records. Reactants: COc1ccc(CCNC(=O)C(=CN(C)C)c2ccc3c(c2)CCCC3)cc1OC, Cl, C1CCOC1, O. Yields the product COc1ccc(CCNC(=O)C(=CO)c2ccc3c(c2)CCCC3)cc1OC. RXN SMILES: [CH3:1][O:2][c:3]1[cH:4][c:5]([CH2:11][CH2:12][NH:13][C:14]([C:15](=[CH:16][N:17]([CH3:18])[CH3:19])[c:20]2[cH:21][c:22]3[c:27]([cH:28][cH:29]2)[CH2:26][CH2:25][CH2:24][CH2:23]3)=[O:30])[cH:6][cH:7][c:8]1[O:9][CH3:10].[ClH:31].[O:32]1[CH2:33][CH2:34][CH2:35][CH2:36]1.[OH2:37]>>[CH3:1][O:2][c:3]1[cH:4][c:5]([CH2:11][CH2:12][NH:13][C:14]([C:15](=[CH:16][OH:32])[c:20]2[cH:21][c:22]3[c:27]([cH:28][cH:29]2)[CH2:26][CH2:25][CH2:24][CH2:23]3)=[O:30])[cH:6][cH:7][c:8]1[O:9][CH3:10].